Dataset: the Open Reaction Database (ORD), a public repository of structured organic reaction records. Task: describe an organic reaction: reactants, conditions, products, and yield Starting materials: O=C1CCC(=O)N1Br, ClCCl, CS(=O)(=O)c1ccc(C(CC2CCCC2)C(=O)O)cc1Cl, Nc1nccs1, O, c1ccc(P(c2ccccc2)c2ccccc2)cc1, c1ccncc1. Product: CS(=O)(=O)c1ccc(C(CC2CCCC2)C(=O)Nc2nccs2)cc1Cl. Reaction SMILES: [Br:20][N:21]1[C:22](=[O:23])[CH2:24][CH2:25][C:26]1=[O:27].[CH2:61]([Cl:62])[Cl:63].[Cl:28][c:29]1[cH:30][c:31]([CH:39]([C:40](=[O:41])[OH:42])[CH2:43][CH:44]2[CH2:45][CH2:46][CH2:47][CH2:48]2)[cH:32][cH:33][c:34]1[S:35](=[O:36])(=[O:37])[CH3:38].[NH2:49][c:50]1[s:51][cH:52][cH:53][n:54]1.[OH2:64].[c:1]1([P:2]([c:3]2[cH:4][cH:5][cH:6][cH:7][cH:8]2)[c:9]2[cH:10][cH:11][cH:12][cH:13][cH:14]2)[cH:15][cH:16][cH:17][cH:18][cH:19]1.[cH:55]1[cH:56][cH:57][n:58][cH:59][cH:60]1>>[Cl:28][c:29]1[cH:30][c:31]([CH:39]([C:40](=[O:42])[NH:49][c:50]2[s:51][cH:52][cH:53][n:54]2)[CH2:43][CH:44]2[CH2:45][CH2:46][CH2:47][CH2:48]2)[cH:32][cH:33][c:34]1[S:35](=[O:36])(=[O:37])[CH3:38]. Reactants: FC1=CC=C(C=C1)S (4-fluorobenzenethiol), BrCC(OC)OC (2-bromo-1,1-dimethoxyethane), CO.C[O-].[Na+] (sodium methoxide methanol). Run at time 10 minute. The product is COC(CSC1=CC=C(C=C1)F)OC (1-(2,2-Dimethoxyethylsulfanyl)-4-fluorobenzene). The yield is 89.3%. RXN SMILES: [F:1][C:2]1[CH:7]=[CH:6][C:5]([SH:8])=[CH:4][CH:3]=1.Br[CH2:10][CH:11]([O:14][CH3:15])[O:12][CH3:13].CO.C[O-].[Na+]>>[CH3:13][O:12][CH:11]([O:14][CH3:15])[CH2:10][S:8][C:5]1[CH:6]=[CH:7][C:2]([F:1])=[CH:3][CH:4]=1 |f:2.3.4|. Procedure details: In a nitrogen stream, 4-fluorobenzenethiol (2.5 ml, 23.4 mmol) and 2-bromo-1,1-dimethoxyethane (3.0 ml, 25.7 mmol) were added to a sodium methoxide methanol solution (0.5 M, 74.9 ml, 37.4 mmol) under cooling with ice and the reaction mixture was stirred at the same temperature for 10 minutes, and then heated and refluxed for five hours. The reaction mixture was concentrated under reduced pressure, and added with cold water. The mixture was extracted with ether. The organic layer was washed with ... Product: C(C)OC(C=CC1=NC=C(C=C1)Br)=O (ethyl-3-(5-bromopyridin-2-yl)prop-2-enoate). Procedure details: 5-Bromopyridine-2-carbaldehyde (502 mg, 2.70 mmol) was added to a solution of ethyl (triphenyl-λ5-phosphanylidene)acetate (1570 mg, 4.51 mmol) in DMF (5.00 mL) and the reaction mixture was stirred at room temperature for 40 minutes. The mixture was poured into ice-water, and extracted with ethyl acetate. The organic layer was washed with brine, dried and concentrated under reduced pressure. A mixture of hexane:ethyl acetate (2:1) was added to the crude residue and the insoluble materials were fi... Solvent: CN(C)C=O (DMF). The reactants are BrC=1C=CC(=NC1)C=O (5-Bromopyridine-2-carbaldehyde), C1(=CC=CC=C1)P(C1=CC=CC=C1)(C1=CC=CC=C1)=CC(=O)OCC (ethyl (triphenyl-λ5-phosphanylidene)acetate), ice water. Conditions: time 40 minute. RXN SMILES: [Br:1][C:2]1[CH:3]=[CH:4][C:5]([CH:8]=O)=[N:6][CH:7]=1.C1(P(=[CH:29][C:30]([O:32][CH2:33][CH3:34])=[O:31])(C2C=CC=CC=2)C2C=CC=CC=2)C=CC=CC=1>CN(C=O)C>[CH2:33]([O:32][C:30](=[O:31])[CH:29]=[CH:8][C:5]1[CH:4]=[CH:3][C:2]([Br:1])=[CH:7][N:6]=1)[CH3:34]. The reactants are C(C)(C)(C)OC(=O)N1C[C@@H](CC1)N1C=C(C2=C1N=CN=C2N)C2=CC=C(C=C2)OC2=CC=CC=C2 ((R)-tert-butyl-3-(4-amino-5-(4-phenoxyphenyl)-7H-pyrrolo[2,3-d]pyrimidin-7-yl)pyrrolidine-1-carboxylate), [B-](F)(F)(F)F.[B-](F)(F)(F)F.C1C[N+]2(CC[N+]1(CC2)CCl)F (Selectfluor). Run in CC#N (MeCN). Run at temperature 0 celsius, time 1 hour. Product: NC=1C2=C(N=CN1)N(C(=C2C2=CC=C(C=C2)OC2=CC=CC=C2)F)[C@H]2CN(CC2)C(=O)OC(C)(C)C ((R)-tert-butyl 3-(4-amino-6-fluoro-5-(4-phenoxyphenyl)-7H-pyrrolo[2,3-d]pyrimidin-7-yl)pyrrolidine-1-carboxylate). The yield is 17.0%. As a reaction SMILES: [C:1]([O:5][C:6]([N:8]1[CH2:12][CH2:11][C@@H:10]([N:13]2[C:17]3[N:18]=[CH:19][N:20]=[C:21]([NH2:22])[C:16]=3[C:15]([C:23]3[CH:28]=[CH:27][C:26]([O:29][C:30]4[CH:35]=[CH:34][CH:33]=[CH:32][CH:31]=4)=[CH:25][CH:24]=3)=[CH:14]2)[CH2:9]1)=[O:7])([CH3:4])([CH3:3])[CH3:2].[B-](F)(F)(F)[F:37].[B-](F)(F)(F)F.C1[N+]2(CCl)CC[N+](F)(CC2)C1>CC#N>[NH2:22][C:21]1[C:16]2[C:15]([C:23]3[CH:24]=[CH:25][C:26]([O:29][C:30]4[CH:35]=[CH:34][CH:33]=[CH:32][CH:31]=4)=[CH:27][CH:28]=3)=[C:14]([F:37])[N:13]([C@@H:10]3[CH2:11][CH2:12][N:8]([C:6]([O:5][C:1]([CH3:4])([CH3:2])[CH3:3])=[O:7])[CH2:9]3)[C:17]=2[N:18]=[CH:19][N:20]=1 |f:1.2.3|. Reported procedure: A suspension of (R)-tert-butyl 3-(4-amino-5-(4-phenoxyphenyl)-7H-pyrrolo[2,3-d]pyrimidin-7-yl)pyrrolidine-1-carboxylate (2) (1.0 g, 2.1 mmol) in MeCN (30.0 mL) was cooled to 0° C. with ice bath. Selectfluor (1.5 g, 4.2 mmol) was added to the reaction mixture in one portion. After addition, the ice-water bath was removed, and the stifling was continued for 1 hr at r. t. The reaction mixture was susequently partitioned between water (30 mL) and DCM (50 mL). The layers were separated and the aqueou...